This data is from the Open Reaction Database (ORD), a public repository of structured organic reaction records. The task is: describe an organic reaction: reactants, conditions, products, and yield Starting materials: FC1=C(C(=O)NN)C=CC(=C1)OC (2-fluoro-4-methoxybenzoic acid hydrazide), CSC(N)=N (S-methylpseudothiourea), [OH-].[Na+] (sodium hydroxide). Run in O (water). Run at time 7 day. Yields the product NC(N)=NNC(C1=C(C=C(C=C1)OC)F)=O (2-fluoro-4-methoxybenzoic acid diaminomethylene hydrazide). Isolated yield 42.4%. As a reaction SMILES: [F:1][C:2]1[CH:11]=[C:10]([O:12][CH3:13])[CH:9]=[CH:8][C:3]=1[C:4]([NH:6][NH2:7])=[O:5].CS[C:16](=[NH:18])[NH2:17].[OH-].[Na+]>O>[NH2:17][C:16](=[N:7][NH:6][C:4](=[O:5])[C:3]1[CH:8]=[CH:9][C:10]([O:12][CH3:13])=[CH:11][C:2]=1[F:1])[NH2:18] |f:2.3|. Procedure: To a solution of 4.26 g (23.15 mmol) of 2-fluoro-4-methoxybenzoic acid hydrazide in water (100 mL) are added 12.9 g (46.3 mmol) of S-methylpseudothiourea and 1.9 g (46.3 mmol) of sodium hydroxide pellets. The reaction is stirred at room temperature for 7 d. The reaction mixture is filtered and washed with water (50 mL). The solid is dried under reduced pressure at 40° C., then melted at 220° C. to give 2.22 g (9.82 mmol) of 2-fluoro-4-methoxybenzoic acid diaminomethylene hydrazide. Yield: 42%, E... The reactants are Cl.C(C)OC(CN)=O (glycine ethyl ester hydrochloride), TEA, ClC1=CC=C(C=O)C=C1 (4-chlorobenzaldehyde), C(C)(=O)O (acetic acid), C(C)(=O)O[BH-](OC(C)=O)OC(C)=O.[Na+] (sodium triacetoxyborohydride). The solvent is ClCCCl (DCE). Run at temperature 20 celsius, time 10 minute. Product: C(C)OC(CNCC1=CC=C(C=C1)Cl)=O ((4-chloro-benzylamino)-acetic acid ethyl ester). As a reaction SMILES: Cl.[CH2:2]([O:4][C:5](=[O:8])[CH2:6][NH2:7])[CH3:3].[Cl:9][C:10]1[CH:17]=[CH:16][C:13]([CH:14]=O)=[CH:12][CH:11]=1.C(O)(=O)C.C(O[BH-](OC(=O)C)OC(=O)C)(=O)C.[Na+]>ClCCCl>[CH2:2]([O:4][C:5](=[O:8])[CH2:6][NH:7][CH2:14][C:13]1[CH:16]=[CH:17][C:10]([Cl:9])=[CH:11][CH:12]=1)[CH3:3] |f:0.1,4.5|. Procedure details: To a suspension of glycine ethyl ester hydrochloride (1.2 eq.) in DCE was added TEA (2 eq.) The reaction was stirred for 10 min at 20° C. then 4-chlorobenzaldehyde (1 eq.), acetic acid (4 eq.) and sodium triacetoxyborohydride (2 eq.) were added. The reaction was stirred for 15 h at 20° C. The crude was partitioned between DCM and a saturated aqueous solution of NaHCO3. The aqueous layer was then extracted twice with DCM. The organic layers were combined, washed with brine, dried on MgSO4, filter... Reported procedure: To a mixture of 3-(2-aminoethyl)-5-methoxy-1H-pyrrolo[3,2-b]pyridine-2-carboxylic acid (123 mg) and tetrahydrofuran (2.00 mL) were added diisopropylethylamine (0.448 mL) and acetic anhydride (0.074 mL), followed by stirring at room temperature overnight. To the mixture was added a 1 M aqueous sodium hydroxide solution (3.00 mL), followed by stirring for 1 hour, and then 1 M hydrochloric acid (3.00 mL) was added thereto, followed by concentrating under reduced pressure. The residue was suspended ... The product is C(C)(=O)NCCC1=C(NC=2C1=NC(=CC2)OC)C(=O)NC (3-(2-acetamidoethyl)-5-methoxy-N-methyl-1H-pyrrolo[3,2-b]pyridine-2-carboxamide). Conditions: time 8 hour. RXN SMILES: [NH2:1][CH2:2][CH2:3][C:4]1[C:8]2=[N:9][C:10]([O:13][CH3:14])=[CH:11][CH:12]=[C:7]2[NH:6][C:5]=1[C:15]([OH:17])=O.[CH:18]([N:21](C(C)C)CC)(C)C.[C:27]([O:30]C(=O)C)(=O)[CH3:28].[OH-].[Na+].Cl>C(OCC)C.O1CCCC1>[C:27]([NH:1][CH2:2][CH2:3][C:4]1[C:8]2=[N:9][C:10]([O:13][CH3:14])=[CH:11][CH:12]=[C:7]2[NH:6][C:5]=1[C:15]([NH:21][CH3:18])=[O:17])(=[O:30])[CH3:28] |f:3.4|. The reactants are [OH-].[Na+] (sodium hydroxide), C(C)(C)N(CC)C(C)C (diisopropylethylamine), C(C)(=O)OC(C)=O (acetic anhydride), NCCC1=C(NC=2C1=NC(=CC2)OC)C(=O)O (3-(2-aminoethyl)-5-methoxy-1H-pyrrolo[3,2-b]pyridine-2-carboxylic acid), Cl (hydrochloric acid). Run in O1CCCC1 (tetrahydrofuran), C(C)OCC (diethyl ether).